Dataset: the Open Reaction Database (ORD), a public repository of structured organic reaction records. Task: describe an organic reaction: reactants, conditions, products, and yield The reactants are ClC1=CC2=C(C(C3=C(C(N2)=O)NN=C3CC(=O)OC(C)(C)C)=O)C=C1 (7-chloro-3-((t-butoxy)carbonylmethyl)pyrazolo[3,4-c][1]benzazepine-4,10(1H,9H)-dione), FC(C(=O)O)(F)F (trifluoroacetic acid). The solvent is C(Cl)Cl (methylene chloride). Run at time 30 minute. The product is ClC1=CC2=C(C(C3=C(C(N2)=O)NN=C3CC(=O)O)=O)C=C1 (7-Chloro-3-(carboxymethyl)pyrazolo[3,4-c][1]benzazepine-4,10(1H,9H)-dione). The yield is 63.6%. As a reaction SMILES: [Cl:1][C:2]1[CH:25]=[CH:24][C:5]2[C:6](=[O:23])[C:7]3[C:14]([CH2:15][C:16]([O:18]C(C)(C)C)=[O:17])=[N:13][NH:12][C:8]=3[C:9](=[O:11])[NH:10][C:4]=2[CH:3]=1.FC(F)(F)C(O)=O>C(Cl)Cl>[Cl:1][C:2]1[CH:25]=[CH:24][C:5]2[C:6](=[O:23])[C:7]3[C:14]([CH2:15][C:16]([OH:18])=[O:17])=[N:13][NH:12][C:8]=3[C:9](=[O:11])[NH:10][C:4]=2[CH:3]=1. Reported procedure: To a mixture of 7-chloro-3-((t-butoxy)carbonylmethyl)pyrazolo[3,4-c][1]benzazepine-4,10(1H,9H)-dione (0.26 g, 0.72 mmol) in methylene chloride (6 mL) was added trifluoroacetic acid (6.38 g, 56 mmol) via syringe. The reaction was stirred at room temperature for 30 minutes. The reaction mixture was concentrated via rotary evaporator to give a solid which was recrystallized from dimethylformamide and dried at 100° C. to yield the title compound (0.14 g, 64%, mp 297.3-299.6° C.). Starting materials: NC1=CC2=C(OC3(CC3)C2=O)C=C1 (5-Aminospiro[benzo[b]furan-2(3H),1'-cyclopropane]-3-one), C(C)(=O)OC(C)=O (acetic anhydride). The solvent is C(C)(=O)O (acetic acid). The product is C(C)(=O)NC1=CC2=C(OC3(CC3)C2=O)C=C1 (5-acetylaminospiro[benzo[b]furan-2(3H),1'-cyclopropane]-3-one). Reaction SMILES: [NH2:1][C:2]1[CH:13]=[CH:12][C:5]2[O:6][C:7]3([C:10](=[O:11])[C:4]=2[CH:3]=1)[CH2:9][CH2:8]3.[C:14](OC(=O)C)(=[O:16])[CH3:15]>C(O)(=O)C>[C:14]([NH:1][C:2]1[CH:13]=[CH:12][C:5]2[O:6][C:7]3([C:10](=[O:11])[C:4]=2[CH:3]=1)[CH2:9][CH2:8]3)(=[O:16])[CH3:15]. Reported procedure: 5-Aminospiro[benzo[b]furan-2(3H),1'-cyclopropane]-3-one (0.875 g.) was acetylated with acetic anhydride (7 ml.) and acetic acid (7 ml.) and the acetylation product was recrystallized from ethanol. By the above procedure there was obtained 5-acetylaminospiro[benzo[b]furan-2(3H),1'-cyclopropane]-3-one as yellow prisms melting at 211°-212° C. Starting materials: CC=1C=CC(=C(C(=O)CCC(=O)OC)C1)O (Methyl 3-(5-methyl-2-hydroxybenzoyl)propionate), C(Br)C1CO1 (epibromohydrin). The product is CC=1C=CC(=C(C(=O)CCC(=O)OC)C1)OCC1CO1 (methyl 3-[5-methyl-2-(2,3-epoxypropoxy)benzoyl]propionate). Reaction SMILES: [CH3:1][C:2]1[CH:3]=[CH:4][C:5]([OH:16])=[C:6]([CH:15]=1)[C:7]([CH2:9][CH2:10][C:11]([O:13][CH3:14])=[O:12])=[O:8].[CH2:17]([CH:19]1[O:21][CH2:20]1)Br>>[CH3:1][C:2]1[CH:3]=[CH:4][C:5]([O:16][CH2:17][CH:19]2[O:21][CH2:20]2)=[C:6]([CH:15]=1)[C:7]([CH2:9][CH2:10][C:11]([O:13][CH3:14])=[O:12])=[O:8]. Reported procedure: Methyl 3-(5-methyl-2-hydroxybenzoyl)propionate was reacted with epibromohydrin in a similar manner to the procedure described in Example 1(ii) to give methyl 3-[5-methyl-2-(2,3-epoxypropoxy)benzoyl]propionate as an oil.